Dataset: the Open Reaction Database (ORD), a public repository of structured organic reaction records. Task: describe an organic reaction: reactants, conditions, products, and yield Reactants: CC1=C(OC=2C=C(C(C(=O)O)=CC2)C(=O)O)C(=CC=C1)C (4-(2,6-dimethyl-phenoxy)-phthalic acid), CO (methanol), NCC(=O)O (glycine), crude product. The product is COC(CN1C(C2=CC=C(C=C2C1=O)OC1=C(C=CC=C1C)C)=O)=O ([5-(2,6-Dimethyl-phenoxy)-1,3-dioxo-1,3-dihydro-isoindol-2-yl]-acetic acid methyl ester). As a reaction SMILES: [CH3:1][C:2]1[CH:20]=[CH:19][CH:18]=[C:17]([CH3:21])[C:3]=1[O:4][C:5]1[CH:6]=[C:7]([C:14]([OH:16])=O)[C:8](=[CH:12][CH:13]=1)[C:9]([OH:11])=O.[NH2:22][CH2:23][C:24]([OH:26])=[O:25].[CH3:27]O>>[CH3:27][O:25][C:24](=[O:26])[CH2:23][N:22]1[C:14](=[O:16])[C:7]2[C:8](=[CH:12][CH:13]=[C:5]([O:4][C:3]3[C:17]([CH3:21])=[CH:18][CH:19]=[CH:20][C:2]=3[CH3:1])[CH:6]=2)[C:9]1=[O:11]. Reported procedure: 4-(2,6-dimethyl-phenoxy)-phthalic acid was reacted with glycine in analogy to Example D-1 b). The crude product was then reacted with methanol in analogy to Example D-1 c); 1H NMR (CDCl3): δ=7.80 (d, 1H), 7.09 to 7.17 (m, 5H), 4.40 (s, 2H), 3.76 (s, 3H), 2.11 (s, 6H). Starting materials: N1(CCCCC1)CCCOC=1C=C(C(=CC1)N)N (4-(3-piperidin-1-yl-propoxy)-benzene-1,2-diamine), N1(CCCCC1)CCCOC=1C=C(C(=CC1)N)N (4-(3-piperidin-1-yl-propoxy)-benzene-1,2-diamine), C(=O)O (formic acid). Conditions: time 3 hour. Product: N1(CCCCC1)CCCOC=1C=CC2=C(NC=N2)C1 (6-(3-piperidin-1-yl-propoxy)-1H-benzoimidazole). RXN SMILES: [N:1]1([CH2:7][CH2:8][CH2:9][O:10][C:11]2[CH:12]=[C:13]([NH2:18])[C:14]([NH2:17])=[CH:15][CH:16]=2)[CH2:6][CH2:5][CH2:4][CH2:3][CH2:2]1.[CH:19](O)=O>>[N:1]1([CH2:7][CH2:8][CH2:9][O:10][C:11]2[CH:16]=[CH:15][C:14]3[N:17]=[CH:19][NH:18][C:13]=3[CH:12]=2)[CH2:6][CH2:5][CH2:4][CH2:3][CH2:2]1. Procedure details: A mixture of 4-(3-piperidin-1-yl-propoxy)-benzene-1,2-diamine [2.2 g, Intermediate (39)] and formic acid (20 ml) at 100° C. was stirred for 3 hours and then cooled to room temperature and passed through a SCX column. The column was eluted with 7N ammonia in methanol to yield 6-(3-piperidin-1-yl-propoxy)-1H-benzoimidazole [3.45 g, Intermediate (40)] as a dark oil.; LC/MS: 260 (M+H). The reactants are ClC=1C=C(C=O)C=CC1 (3-chlorobenzaldehyde), OCC(O)CO (glycerol), O (water). The reagents and catalysts are C1(=CC=C(C=C1)S(=O)(=O)O)C (p-toluenesulfonic acid). Run in C1=CC=CC=C1 (benzene). The product is OC1COC(OC1)C1=CC(=CC=C1)Cl (5-Hydroxy-2-(3-chlorophenyl)-1,3-dioxane). Yield: 42.2%. Reaction SMILES: [Cl:1][C:2]1[CH:3]=[C:4]([CH:7]=[CH:8][CH:9]=1)[CH:5]=[O:6].[OH:10][CH2:11][CH:12]([CH2:14]O)[OH:13].O>C1C=CC=CC=1.C1(C)C=CC(S(O)(=O)=O)=CC=1>[OH:13][CH:12]1[CH2:11][O:10][CH:5]([C:4]2[CH:7]=[CH:8][CH:9]=[C:2]([Cl:1])[CH:3]=2)[O:6][CH2:14]1. Procedure: A mixture of 3-chlorobenzaldehyde (28.1 g, 0.2 mole), glycerol (18.4 g, 0.2 mole) and p-toluenesulfonic acid (0.1 g) in 150 ml of benzene was heated at reflux under a Dean-Stark apparatus until water was no longer collecting (3.6 ml). The solution was cooled, washed with 2% sodium bicarbonate solution (2 × 100 ml) and with water (2 × 100 ml). The washed solution was dried over magnesium sulfate and concentrated under reduced pressure. The oil remaining was distilled to give 18.1 g of colorless l... The reactants are FC=1C=C(C2=C(C1)C1(C(NC(S1)=O)=O)CCO2)N ((±)-6-fluoro-8-amino-2,3-dihydrospiro[4H-1-benzopyran-4,5'-thiazolidine]-2',4'-dione), C(C)(=O)O (acetic acid). The solvent is C(C)(=O)OC(C)=O (acetic acid anhydride). Product: FC=1C=C(C2=C(C1)C1(C(NC(S1)=O)=O)CCO2)NC(C)=O ((±)-6-fluoro-8-acetamido-2,3-dihydrospiro[4H-1-benzopyran-4,5'-thiazolidine]-2',4'-dione). Reaction SMILES: [F:1][C:2]1[CH:3]=[C:4]([NH2:18])[C:5]2[O:17][CH2:16][CH2:15][C:8]3([S:12][C:11](=[O:13])[NH:10][C:9]3=[O:14])[C:6]=2[CH:7]=1.[C:19](O)(=[O:21])[CH3:20]>C(OC(=O)C)(=O)C>[F:1][C:2]1[CH:3]=[C:4]([NH:18][C:19](=[O:21])[CH3:20])[C:5]2[O:17][CH2:16][CH2:15][C:8]3([S:12][C:11](=[O:13])[NH:10][C:9]3=[O:14])[C:6]=2[CH:7]=1. Procedure details: 61 mg of (±)-6-fluoro-8-amino-2,3-dihydrospiro[4H-1-benzopyran-4,5'-thiazolidine]-2',4'-dione were heated to 50° C. for 90 minutes in a mixture of 1.2 ml of glacial acetic acid and 1.2 ml of acetic acid anhydride and the resulting mixture was subsequently concentrated to dryness in vacuo. After boiling up briefly with active carbon in methanolic solution, the residue was crystallized from methanol and yielded (±)-6-fluoro-8-acetamido-2,3-dihydrospiro[4H-1-benzopyran-4,5'-thiazolidine]-2',4'-dion... The reactants are [OH-].[Na+] (sodium hydroxide), C(C)OC(CC(CC(=O)OCC)C1=CC=C(C=C1)NC(CC1=CC(=C(C=C1)NC(=O)NC1=C(C=CC=C1)C)OC)=O)=O (3-(4-{3-methoxy-4-[3-(2-methylphenyl)ureido]phenylacetylamino}phenyl)-pentanedioic acid di-ethyl ester), Cl (hydrochloric acid). Run in CO (methanol). Reaction conditions: temperature 40 celsius, time 1 hour. The product is COC=1C=C(C=CC1NC(=O)NC1=C(C=CC=C1)C)CC(=O)NC1=CC=C(C=C1)C(CC(=O)O)CC(=O)O (3-(4-{3-Methoxy-4-[3-(2-methylphenyl)ureido]phenylacetylamino}phenyl)-pentanedioic acid). Isolated yield 62.0%. RXN SMILES: C([O:3][C:4](=[O:42])[CH2:5][CH:6]([C:13]1[CH:18]=[CH:17][C:16]([NH:19][C:20](=[O:41])[CH2:21][C:22]2[CH:27]=[CH:26][C:25]([NH:28][C:29]([NH:31][C:32]3[CH:37]=[CH:36][CH:35]=[CH:34][C:33]=3[CH3:38])=[O:30])=[C:24]([O:39][CH3:40])[CH:23]=2)=[CH:15][CH:14]=1)[CH2:7][C:8]([O:10]CC)=[O:9])C.[OH-].[Na+].Cl>CO>[CH3:40][O:39][C:24]1[CH:23]=[C:22]([CH2:21][C:20]([NH:19][C:16]2[CH:15]=[CH:14][C:13]([CH:6]([CH2:5][C:4]([OH:42])=[O:3])[CH2:7][C:8]([OH:10])=[O:9])=[CH:18][CH:17]=2)=[O:41])[CH:27]=[CH:26][C:25]=1[NH:28][C:29]([NH:31][C:32]1[CH:37]=[CH:36][CH:35]=[CH:34][C:33]=1[CH3:38])=[O:30] |f:1.2|. Procedure: A mixture of 3-(4-{3-methoxy-4-[3-(2-methylphenyl)ureido]phenylacetylamino}phenyl)-pentanedioic acid di-ethyl ester [8.40 g, Reference Example 12(x)] and methanol (400 ml) was heated to 40° C. and then treated with 10% aqueous sodium hydroxide solution (110 ml). After stirring at 40° C. for 1 hour, the reaction mixture was cooled and then acidified to pH 1.0 by addition of hydrochloric acid (1M). The resultant white solid was collected, washed with water and then dried in vacuo. Recrystallisatio... Reactants: ClC1=NC(=C2N=CN(C2=N1)[C@H]1[C@@H]([C@@H]([C@H](C1)N1N=CC(=C1)CC)O)O)NCC(C1=CC=CC=C1)C1=CC=CC=C1 ((1R,2S,3R,5S)-3-[2-chloro-6-(2,2-diphenyl-ethylamino)-purin-9-yl]-5-(4-ethyl-pyrazol-1-yl)-cyclopentane-1,2-diol), FC(C(=O)O)(F)F.C1(=CC=CC=C1)C(CNC1=C2N=CN(C2=NC(=N1)NCCN1CCCCC1)[C@H]1[C@@H]([C@@H]([C@H](C1)N1N=CC(=C1)CO)O)O)C1=CC=CC=C1 ((1R,2S,3R,5S)-3-[6-(2,2-Diphenyl-ethylamino)-2-(2-piperidin-1-yl-ethylamino)-purin-9-yl]-5-(4-hydroxymethyl-pyrazol-1-yl)-cyclopentane-1,2-diol trifluoroacetate), C(C)(C)(C)OC(N[C@H]1CNCC1)=O ((R)-pyrrolidin-3-yl-carbamic acid tert-butyl ester). Product: C(C)(C)(C)OC(N[C@H]1CN(CC1)C1=NC(=C2N=CN(C2=N1)[C@H]1[C@@H]([C@@H]([C@H](C1)N1N=CC(=C1)CC)O)O)NCC(C1=CC=CC=C1)C1=CC=CC=C1)=O (((R)-1-{6-(2,2-Diphenyl-ethylamino)-9-[(1R,2S,3R,4S)-4-(4-ethyl-pyrazol-1-yl)-2,3-dihydroxy-cyclopentyl]-9H-purin-2-yl}-pyrrolidin-3-yl)-carbamic acid tert-butyl ester). RXN SMILES: Cl[C:2]1[N:10]=[C:9]2[C:5]([N:6]=[CH:7][N:8]2[C@@H:11]2[CH2:15][C@H:14]([N:16]3[CH:20]=[C:19]([CH2:21][CH3:22])[CH:18]=[N:17]3)[C@@H:13]([OH:23])[C@H:12]2[OH:24])=[C:4]([NH:25][CH2:26][CH:27]([C:34]2[CH:39]=[CH:38][CH:37]=[CH:36][CH:35]=2)[C:28]2[CH:33]=[CH:32][CH:31]=[CH:30][CH:29]=2)[N:3]=1.FC(F)(F)C(O)=O.C1(C(C2C=CC=CC=2)CNC2N=C(NCCN3CCCCC3)N=C3C=2N=CN3[C@@H]2C[C@H](N3C=C(CO)C=N3)[C@@H](O)[C@H]2O)C=CC=CC=1.[C:94]([O:98][C:99](=[O:106])[NH:100][C@@H:101]1[CH2:105][CH2:104][NH:103][CH2:102]1)([CH3:97])([CH3:96])[CH3:95]>>[C:94]([O:98][C:99](=[O:106])[NH:100][C@@H:101]1[CH2:105][CH2:104][N:103]([C:2]2[N:10]=[C:9]3[C:5]([N:6]=[CH:7][N:8]3[C@@H:11]3[CH2:15][C@H:14]([N:16]4[CH:20]=[C:19]([CH2:21][CH3:22])[CH:18]=[N:17]4)[C@@H:13]([OH:23])[C@H:12]3[OH:24])=[C:4]([NH:25][CH2:26][CH:27]([C:28]3[CH:33]=[CH:32][CH:31]=[CH:30][CH:29]=3)[C:34]3[CH:39]=[CH:38][CH:37]=[CH:36][CH:35]=3)[N:3]=2)[CH2:102]1)([CH3:97])([CH3:95])[CH3:96] |f:1.2|. Procedure details: This compound is prepared from (1R,2S,3R,5S)-3-[2-chloro-6-(2,2-diphenyl-ethylamino)-purin-9-yl]-5-(4-ethyl-pyrazol-1-yl)-cyclopentane-1,2-diol. (Intermediate BA8) using a procedure analogous to that of (1R,2S,3R,5S)-3-[6-(2,2-diphenyl-ethylamino)-2-(2-piperidin-1-yl-ethylamino)-purin-9-yl]-5-(4-hydroxymethyl-pyrazol-1-yl)-cyclopentane-1,2-diol trifluoroacetate (Example 46) by replacing the trans-1,4-diaminocyclohexane with (R)-pyrrolidin-3-yl-carbamic acid tert-butyl ester. The reactants are ClCCCS(=O)(=O)NCC(COC(NCCCCCCCCCCCCCCCCCC)=O)OC (3-(3-chloropropylsulfonylamino)-2-methoxy-1-octadecylcarbamoyloxypropane), [I-].[Na+] (sodium iodide). Run in C(C)C(=O)C (methyl ethyl ketone). Yields the product ICCCS(=O)(=O)NCC(COC(NCCCCCCCCCCCCCCCCCC)=O)OC (3-(3-iodopropylsulfonylamino)-2-methoxy-1-octadecylcarbamoyloxypropane). Yield: 85.5%. Reaction SMILES: Cl[CH2:2][CH2:3][CH2:4][S:5]([NH:8][CH2:9][CH:10]([O:34][CH3:35])[CH2:11][O:12][C:13](=[O:33])[NH:14][CH2:15][CH2:16][CH2:17][CH2:18][CH2:19][CH2:20][CH2:21][CH2:22][CH2:23][CH2:24][CH2:25][CH2:26][CH2:27][CH2:28][CH2:29][CH2:30][CH2:31][CH3:32])(=[O:7])=[O:6].[I-:36].[Na+]>C(C(C)=O)C>[I:36][CH2:2][CH2:3][CH2:4][S:5]([NH:8][CH2:9][CH:10]([O:34][CH3:35])[CH2:11][O:12][C:13](=[O:33])[NH:14][CH2:15][CH2:16][CH2:17][CH2:18][CH2:19][CH2:20][CH2:21][CH2:22][CH2:23][CH2:24][CH2:25][CH2:26][CH2:27][CH2:28][CH2:29][CH2:30][CH2:31][CH3:32])(=[O:7])=[O:6] |f:1.2|. Procedure: To a solution of 972 mg (1.8 mM) of 3-(3-chloropropylsulfonylamino)-2-methoxy-1-octadecylcarbamoyloxypropane IIIa1 in 10 ml of methyl ethyl ketone is added 500 mg (3.38 mM) of sodium iodide and the mixture is refluxed for 3 hours with stirring. After the solvent is evaporated, the residue is purified by the column chromatography on silica gel with a n-hexane-ethyl acetate (1:1) mixture as an eluent. The product is recrystallized from chloroform-n-hexane to give 972 mg (1.54 mM) of 3-(3-iodopropy... RXN SMILES: ClC(C1C=C(CC(C)C)C=CC=1C(C1C=CC(CC(C)C)=CC=1C(Cl)C)=O)C.[CH3:29][O:30][C:31]1[CH:32]=[C:33]2[C:38](=[CH:39][CH:40]=1)[CH:37]=[CH:36][CH:35]=[CH:34]2.C(C1C=CC=CC=1)C(C)C.[Cl:51][CH:52]([CH3:56])[C:53](Cl)=[O:54]>>[CH3:29][O:30][C:31]1[CH:32]=[C:33]2[C:38](=[CH:39][CH:40]=1)[CH:37]=[C:36]([C:53]([CH:52]([Cl:51])[CH3:56])=[O:54])[CH:35]=[CH:34]2. Reactants: COC=1C=C2C=CC=CC2=CC1 (6-methoxynaphthalene), C(C(C)C)C1=CC=CC=C1 (isobutylbenzene), ClC(C(=O)Cl)C (alpha-chloropropionyl chloride), ClC(C)C1=C(C=CC(=C1)CC(C)C)C(=O)C1=C(C=C(C=C1)CC(C)C)C(C)Cl (1-chloroethyl-4-isobutylphenyl ketone). Yields the product COC=1C=C2C=CC(=CC2=CC1)C(=O)C(C)Cl (1-chloroethyl 6-methoxy-2-naphthyl ketone). Reported procedure: Following the procedure of Example 1, but substituting in part (a) thereof 6-methoxynaphthalene for isobutylbenzene in the reaction with the alpha-chloropropionyl chloride, there is formed 1-chloroethyl 6-methoxy-2-naphthyl ketone. Then, as in part (b) of Example 1, the 1-chloroethyl 6-methoxy-2-naphthyl ketone, in heptane, is reacted with neopentyl glycol to form the neopentyl ketal of the ketone (also named 2-(1-chloroethyl)-2-(6'-methoxynaphthyl)-5,5-dimethyl-1,3-dioxane). In step (c) this al... Reactants: C(CCCCCCCCCCCCCCC)SCC(CN)COC (3-Hexadecylthio-2-methoxymethylpropylamine), ClCCCS(=O)(=O)NCC(CSCCCCCCCCCCCCCCCC)OC (3-(3-chloropropylsulfonylamino)-1-hexadecylthio-2-methoxypropane). The product is ClCCCS(=O)(=O)NCC(CSCCCCCCCCCCCCCCCC)COC (3-(3-chloropropylsulfonylamino)-1-hexadecylthio-2-methoxymethylpropane). Reported procedure: 3-Hexadecylthio-2-methoxymethylpropylamine IVk3 is allowed to react and worked up by the same procedure as described in (4). m.p. 41.5°-43° C. The summary of the experimental and the physical data of the product are listed in Table 7. Reaction SMILES: [CH2:1]([S:17][CH2:18][CH:19]([CH2:22][O:23][CH3:24])[CH2:20][NH2:21])[CH2:2][CH2:3][CH2:4][CH2:5][CH2:6][CH2:7][CH2:8][CH2:9][CH2:10][CH2:11][CH2:12][CH2:13][CH2:14][CH2:15][CH3:16].[Cl:25][CH2:26][CH2:27][CH2:28][S:29](NCC(OC)CSCCCCCCCCCCCCCCCC)(=[O:31])=[O:30]>>[Cl:25][CH2:26][CH2:27][CH2:28][S:29]([NH:21][CH2:20][CH:19]([CH2:22][O:23][CH3:24])[CH2:18][S:17][CH2:1][CH2:2][CH2:3][CH2:4][CH2:5][CH2:6][CH2:7][CH2:8][CH2:9][CH2:10][CH2:11][CH2:12][CH2:13][CH2:14][CH2:15][CH3:16])(=[O:31])=[O:30]. The reactants are ClC1=C(C=C(C2=C1CC(O2)CO)[N+](=O)[O-])C (4-chloro-2,3-dihydro-2-(hydroxymethyl)-5-methyl-7-nitrobenzofuran), CCCCCC (hexane). Run in O1CCCC1 (tetrahydrofuran). Run at time 18 hour. The product is ClC1=C(C=C(C2=C1CC(O2)COC)[N+](=O)[O-])C (4-chloro-2,3-dihydro-2-(methoxymethyl)-5-methyl-7-nitrobenzofuran). Reaction SMILES: [Cl:1][C:2]1[C:7]2[CH2:8][CH:9]([CH2:11][OH:12])[O:10][C:6]=2[C:5]([N+:13]([O-:15])=[O:14])=[CH:4][C:3]=1[CH3:16].[CH3:17]CCCCC>O1CCCC1>[Cl:1][C:2]1[C:7]2[CH2:8][CH:9]([CH2:11][O:12][CH3:17])[O:10][C:6]=2[C:5]([N+:13]([O-:15])=[O:14])=[CH:4][C:3]=1[CH3:16]. Procedure: A solution of the 7C in 200 ml of tetrahydrofuran (THF) was added slowly drop-by-drop to a stirred mixture of 5.7 g of freshly hexane-washed sodium hydride in 100 ml of THF, under nitrogen, at 25°-28° C. After gas ceased to envolve, 42.6 g of methyl iodide was added drop-by-drop over 5 minutes. The mixture was stirred for 18 hours at room temperature, mixed with ice water, and the resulting mixture was extracted with methylene chloride. The extract was washed with cold water, dried (MgSO4) and t...